Dataset: the Open Reaction Database (ORD), a public repository of structured organic reaction records. Task: describe an organic reaction: reactants, conditions, products, and yield Starting materials: CO, Cl, Cl, O=Cc1ccc([N+](=O)[O-])cc1, NO, O. Yields the product O=[N+]([O-])c1ccc(C=NO)cc1. Reaction SMILES: [CH3:16][OH:17].[ClH:12].[ClH:15].[N+:1](=[O:2])([O-:3])[c:4]1[cH:5][cH:6][c:7]([CH:8]=[O:9])[cH:10][cH:11]1.[NH2:13][OH:14].[OH2:18]>>[N+:1](=[O:2])([O-:3])[c:4]1[cH:5][cH:6][c:7]([CH:8]=[N:13][OH:14])[cH:10][cH:11]1. Starting materials: FC1=C(C=C(C=C1)C1=CN=C2N1C=CC(=N2)C2(OC(OC2)(C)C)C)C=2C=NC=CC2 (3-[4-Fluoro-3-(pyridin-3-yl)phenyl]-7-(2,2,4-trimethyl-[1,3]dioxolan-4-yl)imidazo[1,2-α]pyrimidine). The solvent is Cl (hydrochloric acid). Yields the product FC1=C(C=C(C=C1)C1=CN=C2N1C=CC(=N2)C(CO)(C)O)C=2C=NC=CC2 (2-[3-(4-fluoro-3-(pyridin-3-yl)phenyl)imidazo[1,2-α]pyrimidin-7-yl]propane-1,2-diol). The yield is 50.0%. Reaction SMILES: [F:1][C:2]1[CH:7]=[CH:6][C:5]([C:8]2[N:12]3[CH:13]=[CH:14][C:15]([C:17]4([CH3:24])[CH2:21][O:20]C(C)(C)[O:18]4)=[N:16][C:11]3=[N:10][CH:9]=2)=[CH:4][C:3]=1[C:25]1[CH:26]=[N:27][CH:28]=[CH:29][CH:30]=1>Cl>[F:1][C:2]1[CH:7]=[CH:6][C:5]([C:8]2[N:12]3[CH:13]=[CH:14][C:15]([C:17]([OH:18])([CH3:24])[CH2:21][OH:20])=[N:16][C:11]3=[N:10][CH:9]=2)=[CH:4][C:3]=1[C:25]1[CH:26]=[N:27][CH:28]=[CH:29][CH:30]=1. Procedure details: 3-[4-Fluoro-3-(pyridin-3-yl)phenyl]-7-(2,2,4-trimethyl-[1,3]dioxolan-4-yl)imidazo[1,2-α]pyrimidine (1.00 g, 2.47 mmol) was stirred in 2N hydrochloric acid (20 ml) at 70° C. for 10 min. The reaction mixture was allowed to cool and was then loaded onto a strong cation-exchange cartridge. Non-basic impurities were removed by elution with methanol. Elution with 10% ammonia in methanol gave 2-[3-(4-fluoro-3-(pyridin-3-yl)phenyl)imidazo[1,2-α]pyrimidin-7-yl]propane-1,2-diol as an oil (450 mg) which so...